From a dataset of the Open Reaction Database (ORD), a public repository of structured organic reaction records. describe an organic reaction: reactants, conditions, products, and yield Reactants: SCC(C(=O)N1[C@H](C(=O)O)CCC1)C (1-(3-mercapto-2-methylpropanoyl)-L-proline), SCCC(=O)N1[C@H](C(=O)O)CCC1 (3-mercaptopropanoyl-L-proline), [N+](=[N-])=C (diazomethane). Yields the product COC([C@H]1N(CCC1)C(C(CSSCC)C)=O)=O (1-[3-(ethyldithio)-2-methylpropanoyl]-L-proline methyl ester). As a reaction SMILES: [SH:1][CH2:2][CH:3]([CH3:14])[C:4]([N:6]1[CH2:13][CH2:12][CH2:11][C@H:7]1[C:8]([OH:10])=[O:9])=[O:5].[SH:15][CH2:16][CH2:17]C(N1CCC[C@H]1C(O)=O)=O.[N+](=[CH2:30])=[N-]>>[CH3:30][O:9][C:8](=[O:10])[C@@H:7]1[CH2:11][CH2:12][CH2:13][N:6]1[C:4](=[O:5])[CH:3]([CH3:14])[CH2:2][S:1][S:15][CH2:16][CH3:17]. Procedure: By substituting 1-(3-mercapto-2-methylpropanoyl)-L-proline for the 3-mercaptopropanoyl-L-proline in the procedure of Example 97 and then treating the product with ethereal diazomethane as in the procedure of Example 72, 1-[3-(ethyldithio)-2-methylpropanoyl]-L-proline methyl ester is obtained. The reactants are CN1C(CCC1)=O (N-methyl pyrrolidone), C/C(=N/O)/SC (methomyl oxime), CN=C=O (methyl isocyanate). The solvent is C(C)N(CC)CC (triethylamine). Reaction conditions: time 1 hour. Product: C/C(=N\OC(=O)NC)/SC (Methomyl). The yield is 96.0%. As a reaction SMILES: C[N:2]1[CH2:6]CC[C:3]1=[O:7].[CH3:8]/[C:9](/[S:12][CH3:13])=[N:10]/[OH:11].CN=C=O>C(N(CC)CC)C>[CH3:8]/[C:9](/[S:12][CH3:13])=[N:10]\[O:11][C:3]([NH:2][CH3:6])=[O:7]. Reported procedure: A 256 g portion of an N-methyl pyrrolidone solution of methomyl oxime (containing 0.4 mole MMO) and 0.5 g triethylamine was charged to a 500 ml 5-necked flask. To this was added 28.7 g (0.5 mole) methyl isocyanate rapidly. The temperature rose to 40° C. for 1.0 hour. The reaction mixture was then transferred to a Kugelrohr apparatus, and the solvent removed at reduced pressure. A yield of 96% Methomyl, assaying >99% was realized. The reactants are BrC=1C=C2C=C(N(C2=CC1)CC1=CC=C(C=C1)[N+](=O)[O-])C(=O)O (5-bromo-1-(4-nitro-benzyl)-1-H-indole-2-carboxylic acid), C([O-])(O)=O.[Na+] (sodium bicarbonate), C(C1=CC=CC=C1)Br (benzyl bromide). Run in C(C)(=O)OCC (ethyl acetate), CN(C=O)C (dimethylformamide). Conditions: temperature 60 celsius. Yields the product C(C1=CC=CC=C1)OC(=O)C=1N(C2=CC=C(C=C2C1)Br)CC1=CC=C(C=C1)[N+](=O)[O-] (5-Bromo-1-(4-nitro-benzyl)-1H-indole-2-carboxylic Acid Benzyl Ester). The yield is 83.9%. RXN SMILES: [Br:1][C:2]1[CH:3]=[C:4]2[C:8](=[CH:9][CH:10]=1)[N:7]([CH2:11][C:12]1[CH:17]=[CH:16][C:15]([N+:18]([O-:20])=[O:19])=[CH:14][CH:13]=1)[C:6]([C:21]([OH:23])=[O:22])=[CH:5]2.C(=O)(O)[O-].[Na+].[CH2:29](Br)[C:30]1[CH:35]=[CH:34][CH:33]=[CH:32][CH:31]=1>CN(C)C=O.C(OCC)(=O)C>[CH2:29]([O:22][C:21]([C:6]1[N:7]([CH2:11][C:12]2[CH:13]=[CH:14][C:15]([N+:18]([O-:20])=[O:19])=[CH:16][CH:17]=2)[C:8]2[C:4]([CH:5]=1)=[CH:3][C:2]([Br:1])=[CH:10][CH:9]=2)=[O:23])[C:30]1[CH:35]=[CH:34][CH:33]=[CH:32][CH:31]=1 |f:1.2|. Reported procedure: To a mixture of 5-bromo-1-(4-nitro-benzyl)-1-H-indole-2-carboxylic acid (1.66 g, 4.43 mmol) and sodium bicarbonate (0.93 g, 11.1 mmol) in dry dimethylformamide at room temperature under nitrogen was added benzyl bromide (2.275 g, 1.58 ml, 13.3 mmol). The reaction mixture was warmed to about 60° C. for about 16 hours and then the mixture was cooled, diluted with ethyl acetate, washed with dilute sodium bicarbonate solution and brine, dried over sodium sulfate, and concentrated in vacuo. The resul... The reactants are CC(C)C[AlH]CC(C)C, COc1cccc2c(C#N)cccc12, CC(=O)O, ClCCl, O. The product is COc1cccc2c(C=O)cccc12. Reaction SMILES: [CH3:15][CH:16]([CH2:17][AlH:18][CH2:19][CH:20]([CH3:21])[CH3:22])[CH3:23].[CH3:1][O:2][c:3]1[c:4]2[cH:5][cH:6][cH:7][c:8]([C:13]#[N:14])[c:9]2[cH:10][cH:11][cH:12]1.[CH3:24][C:25]([OH:26])=[O:27].[Cl:29][CH2:30][Cl:31].[OH2:28]>>[CH3:1][O:2][c:3]1[c:4]2[cH:5][cH:6][cH:7][c:8]([CH:13]=[O:26])[c:9]2[cH:10][cH:11][cH:12]1.